From a dataset of the Open Reaction Database (ORD), a public repository of structured organic reaction records. describe an organic reaction: reactants, conditions, products, and yield Reactants: C(C)[Mg]Br (Ethylmagnesium bromide), C(C)OCC (diethyl ether), OCC1=NN=C2C=3C=C(C(=NC3C=CN21)C2=CC=C(C#N)C=C2)C2=CC=CC=C2 (4-[3-(hydroxymethyl)-9-phenyl[1,2,4]triazolo[3,4-f]-1,6-naphthyridin-8-yl]benzonitrile), C(C)[Mg]Br (ethylmagnesium bromide), C(C)OCC (diethyl ether), B(F)(F)F.CCOCC (boron trifluoride etherate). Reagents/catalysts: CC([O-])C.[Ti+4].CC([O-])C.CC([O-])C.CC([O-])C (titanium (IV) isopropoxide). The solvent is C1CCOC1 (THF). Run at time 10 minute. Yields the product NC1(CC1)C1=CC=C(C=C1)C1=NC=2C=CN3C(C2C=C1C1=CC=CC=C1)=NN=C3CO ({8-[4-(1-aminocyclopropyl)phenyl]-9-phenyl[1,2,4]triazolo[3,4-f]-1,6-naphthyridin-3-yl}methanol). RXN SMILES: [CH2:1]([Mg]Br)[CH3:2].C(OCC)C.[OH:10][CH2:11][C:12]1[N:24]2[C:15]([C:16]3[CH:17]=[C:18]([C:33]4[CH:38]=[CH:37][CH:36]=[CH:35][CH:34]=4)[C:19]([C:25]4[CH:32]=[CH:31][C:28]([C:29]#[N:30])=[CH:27][CH:26]=4)=[N:20][C:21]=3[CH:22]=[CH:23]2)=[N:14][N:13]=1.B(F)(F)F.CCOCC>C1COCC1.CC(C)[O-].[Ti+4].CC(C)[O-].CC(C)[O-].CC(C)[O-]>[NH2:30][C:29]1([C:28]2[CH:31]=[CH:32][C:25]([C:19]3[C:18]([C:33]4[CH:34]=[CH:35][CH:36]=[CH:37][CH:38]=4)=[CH:17][C:16]4[C:15]5=[N:14][N:13]=[C:12]([CH2:11][OH:10])[N:24]5[CH:23]=[CH:22][C:21]=4[N:20]=3)=[CH:26][CH:27]=2)[CH2:2][CH2:1]1 |f:3.4,6.7.8.9.10|. Procedure: Ethylmagnesium bromide in diethyl ether (0.4 mL, 1.2 mMol, 3M) was added at −70° C. to a solution of 15-1 (0.1 g, 0.3 mmol) and titanium (IV) isopropoxide (0.17 g, 0.6 mMol) in anhydrous THF (7 mL). After 10 min, the cold bath was removed and the reaction was warmed to room temperature. After stirring for 1 hour, more ethylmagnesium bromide in diethyl ether (0.18 mL, 0.5 mMol, 3M) was added and the reaction was cooled to 0° C. in an ice bath and was treated with boron trifluoride etherate (0.18 ... Yields the product CCCCCCCCc1cnc(-c2ccc(O)cc2)s1. Starting materials: BrB(Br)Br, CCCCCCCCc1cnc(-c2ccc(OCC)cc2)s1, ClCCl, O. RXN SMILES: [B:1]([Br:2])([Br:3])[Br:4].[CH2:5]([CH3:6])[O:7][c:8]1[cH:9][cH:10][c:11](-[c:14]2[s:15][c:16]([CH2:19][CH2:20][CH2:21][CH2:22][CH2:23][CH2:24][CH2:25][CH3:26])[cH:17][n:18]2)[cH:12][cH:13]1.[Cl:28][CH2:29][Cl:30].[OH2:27]>>[OH:7][c:8]1[cH:9][cH:10][c:11](-[c:14]2[s:15][c:16]([CH2:19][CH2:20][CH2:21][CH2:22][CH2:23][CH2:24][CH2:25][CH3:26])[cH:17][n:18]2)[cH:12][cH:13]1. Starting materials: C(=O)C1=C(NC2=CC=CC=C12)C(=O)NC (3-Formyl-N-methyl-1H-indole-2-carboxamide), C(CCC)[Li] (n-Butyllithium), ice. Reagents/catalysts: [Br-].C[P+](C1=CC=CC=C1)(C1=CC=CC=C1)C1=CC=CC=C1 (methyl triphenylphosphoniumbromide). Run in C1CCOC1 (THF), C1CCOC1 (THF). Conditions: temperature 0 celsius, time 1 hour. Yields the product CNC(=O)C=1NC2=CC=CC=C2C1C=C (N-methyl-3-vinyl-1H-indole-2-carboxamide). As a reaction SMILES: [CH2:1]([Li])CCC.[CH:6]([C:8]1[C:16]2[C:11](=[CH:12][CH:13]=[CH:14][CH:15]=2)[NH:10][C:9]=1[C:17]([NH:19][CH3:20])=[O:18])=O>[Br-].C[P+](C1C=CC=CC=1)(C1C=CC=CC=1)C1C=CC=CC=1.C1COCC1>[CH3:20][NH:19][C:17]([C:9]1[NH:10][C:11]2[C:16]([C:8]=1[CH:6]=[CH2:1])=[CH:15][CH:14]=[CH:13][CH:12]=2)=[O:18] |f:2.3|. Reported procedure: n-Butyllithium (2.5M in hexanes) (48.6 mL, 121.7 mmol) was added dropwise to an ice-cooled solution of methyl triphenylphosphoniumbromide (43.5 g, 121.7 mmol) in THF (500 mL). The mixture was stirred at 0° C. for 1 h then at rt for 2 h. 3-Formyl-N-methyl-1H-indole-2-carboxamide (1.96 g, 9.7 mmol) in THF (100 mL) was added and the mixture stirred at rt for 2 h. The solvent was evaporated and the residue dissolved in ethyl acetate and washed twice with water. The organic phase was dried over magne... Reactants: CC=1NC2=CC=CC=C2C1C(=O)OC (methyl 2-methyl-1H-indole-3-carboxylate), C([O-])([O-])=O.[Cs+].[Cs+] (cesium carbonate), BrCC=1C=NC=NC1 (5-(bromomethyl)pyrimidine). Run in CN(C=O)C (N,N-dimethylformamide). Run at temperature 100 celsius, time 1 hour. The product is CC=1N(C2=CC=CC=C2C1C(=O)OC)CC=1C=NC=NC1 (methyl 2-methyl-1-(pyrimidin-5-ylmethyl)-1H-indole-3-carboxylate). Yield: 23.0%. As a reaction SMILES: [CH3:1][C:2]1[NH:3][C:4]2[C:9]([C:10]=1[C:11]([O:13][CH3:14])=[O:12])=[CH:8][CH:7]=[CH:6][CH:5]=2.C(=O)([O-])[O-].[Cs+].[Cs+].Br[CH2:22][C:23]1[CH:24]=[N:25][CH:26]=[N:27][CH:28]=1>CN(C)C=O>[CH3:1][C:2]1[N:3]([CH2:22][C:23]2[CH:24]=[N:25][CH:26]=[N:27][CH:28]=2)[C:4]2[C:9]([C:10]=1[C:11]([O:13][CH3:14])=[O:12])=[CH:8][CH:7]=[CH:6][CH:5]=2 |f:1.2.3|. Procedure: To a solution of methyl 2-methyl-1H-indole-3-carboxylate (0.5 g, 2.6 mmol) in N,N-dimethylformamide (20 mL) was added cesium carbonate (1.7 g, 5.2 mmol) and 5-(bromomethyl)pyrimidine (0.3 g, 1.7 mmol). The mixture was stirred at 100° C. for 1 hour and then concentrated to give a residue. The residue was purified by column chromatography (silica gel, ethyl acetate/petroleum ether=1:20) to give methyl 2-methyl-1-(pyrimidin-5-ylmethyl)-1H-indole-3-carboxylate (110 mg, 14%) The reactants are O=C([O-])O, CCO, [Cl-], O=[N+]([O-])c1ccn(Cc2cc(Cl)ccc2OCc2ccccc2)n1, [Na+]. The product is Nc1ccn(Cc2cc(Cl)ccc2OCc2ccccc2)n1. RXN SMILES: [C:26](=[O:27])([OH:28])[O-:29].[CH3:31][CH2:32][OH:33].[Cl-:25].[Cl:1][c:2]1[cH:3][cH:4][c:5]([O:17][CH2:18][c:19]2[cH:20][cH:21][cH:22][cH:23][cH:24]2)[c:6]([CH2:8][n:9]2[n:10][c:11]([N+:14]([O-:15])=[O:16])[cH:12][cH:13]2)[cH:7]1.[Na+:30]>>[Cl:1][c:2]1[cH:3][cH:4][c:5]([O:17][CH2:18][c:19]2[cH:20][cH:21][cH:22][cH:23][cH:24]2)[c:6]([CH2:8][n:9]2[n:10][c:11]([NH2:14])[cH:12][cH:13]2)[cH:7]1. The reactants are BrCC=1C=C2C=CC(OC2=CC1)=O (6-bromomethyl coumarin), [H-].[Na+] (sodium hydride), FC1=C(C=CC=C1)C1=NC(C(NC2=C1C=CC=C2)=O)N2C(C=1C(C2=O)=CC=CC1)=O ((3RS)-2,3-dihydro-5-(2-fluorophenyl)-3-phthalimido-1H-1,4-benzodiazepin-2-one), resultant mixture, C([O-])(O)=O.[Na+] (sodium bicarbonate). The solvent is CN(C=O)C (N,N-dimethylformamide), C(C)(=O)O (acetic acid), CN(C=O)C (N,N-dimethylformamide), O (water), C(C)(=O)OCC (ethyl acetate). Run at time 1 hour. The product is FC1=C(C=CC=C1)C1=NC(C(N(C2=C1C=CC=C2)CC=2C=CC1=C(C=CC(O1)=O)C2)=O)N2C(C=1C(C2=O)=CC=CC1)=O ((3RS)-2,3-dihydro-5-(2-fluorophenyl)-1-(2-oxo-2H-1-benzopyran-6-yl)methyl-3-phthalimido-1H-1,4-benzodiazepin-2-one). The yield is 93.1%. As a reaction SMILES: [H-].[Na+].[F:3][C:4]1[CH:9]=[CH:8][CH:7]=[CH:6][C:5]=1[C:10]1[C:16]2[CH:17]=[CH:18][CH:19]=[CH:20][C:15]=2[NH:14][C:13](=[O:21])[CH:12]([N:22]2[C:26](=[O:27])[C:25]3=[CH:28][CH:29]=[CH:30][CH:31]=[C:24]3[C:23]2=[O:32])[N:11]=1.Br[CH2:34][C:35]1[CH:36]=[C:37]2[C:42](=[CH:43][CH:44]=1)[O:41][C:40](=[O:45])[CH:39]=[CH:38]2.C(=O)(O)[O-].[Na+]>CN(C)C=O.O.C(OCC)(=O)C.C(O)(=O)C>[F:3][C:4]1[CH:9]=[CH:8][CH:7]=[CH:6][C:5]=1[C:10]1[C:16]2[CH:17]=[CH:18][CH:19]=[CH:20][C:15]=2[N:14]([CH2:34][C:35]2[CH:44]=[CH:43][C:42]3[O:41][C:40](=[O:45])[CH:39]=[CH:38][C:37]=3[CH:36]=2)[C:13](=[O:21])[CH:12]([N:22]2[C:23](=[O:32])[C:24]3=[CH:31][CH:30]=[CH:29][CH:28]=[C:25]3[C:26]2=[O:27])[N:11]=1 |f:0.1,4.5|. Procedure: To a suspension of sodium hydride (0.11 g of a 60% dispersion in mineral oil) in N,N-dimethylformamide (20 ml) was added gradually (3RS)-2,3-dihydro-5-(2-fluorophenyl)-3-phthalimido-1H-1,4-benzodiazepin-2-one (1.00 g) under nitrogen atmosphere at cooling in an ice-bath. The mixture was stirred under the same condition for 0.5 hour and at ambient temperature for 1 hour. The mixture was cooled in an ice-bath and a solution of 6-bromomethyl coumarin (0.66 g) in N,N-dimethylformamide (5 ml) was adde... The reactants are ClC1=NC(=C(C(=O)N[C@@H]2CC[C@H](CC2)C(F)(F)F)C=C1)OCCOC (6-chloro-2-(2-methoxy-ethoxy)-N-(trans-4-trifluoromethyl-cyclohexyl)-nicotinamide), [N+](=O)(O)[O-] (HNO3). Solvent: OS(=O)(=O)O (H2SO4). Product: ClC1=NC(=C(C(=O)N[C@@H]2CC[C@H](CC2)C(F)(F)F)C=C1[N+](=O)[O-])OCCOC (6-Chloro-2-(2-methoxy-ethoxy)-5-nitro-N-(trans-4-trifluoromethyl-cyclohexyl)-nicotinamide). RXN SMILES: [Cl:1][C:2]1[CH:20]=[CH:19][C:5]([C:6]([NH:8][C@H:9]2[CH2:14][CH2:13][C@H:12]([C:15]([F:18])([F:17])[F:16])[CH2:11][CH2:10]2)=[O:7])=[C:4]([O:21][CH2:22][CH2:23][O:24][CH3:25])[N:3]=1.[N+:26]([O-])([OH:28])=[O:27]>OS(O)(=O)=O>[Cl:1][C:2]1[C:20]([N+:26]([O-:28])=[O:27])=[CH:19][C:5]([C:6]([NH:8][C@H:9]2[CH2:14][CH2:13][C@H:12]([C:15]([F:18])([F:17])[F:16])[CH2:11][CH2:10]2)=[O:7])=[C:4]([O:21][CH2:22][CH2:23][O:24][CH3:25])[N:3]=1. Procedure details: The sub-title compound is prepared from 6-chloro-2-(2-methoxy-ethoxy)-N-(trans-4-trifluoromethyl-cyclohexyl)-nicotinamide (2.20 g, 5.78 mmol), fuming HNO3 (5 mL) and conc. H2SO4 (10 mL) in analogy to example 1c. Reactants: C(CCC)C=1N(C(=C(N1)C(C(C)(C)C)O)C#N)CC1=CC=C(C=C1)C1=C(C=CC=C1)C(=O)C(=O)OC (2-butyl-4-(1-hydroxy-2,2-dimethylpropyl)-1-[(2'-methoxalylbiphenyl-4-yl)methyl]imidazole-5-carbonitrile), aqueous solution, [OH-].[Na+] (sodium hydroxide). The product is C(CCC)C=1N(C(=C(N1)C(C(C)(C)C)O)C(=O)N)CC1=CC=C(C=C1)C1=C(C=CC=C1)C(=O)C(=O)O (2-Butyl-4-(1-hydroxy-2,2-dimethylpropyl)-1-[(2'-oxalobiphenyl-4-yl)methyl]imidazole-5-carboxamide). RXN SMILES: [CH2:1]([C:5]1[N:6]([CH2:18][C:19]2[CH:24]=[CH:23][C:22]([C:25]3[CH:30]=[CH:29][CH:28]=[CH:27][C:26]=3[C:31]([C:33]([O:35]C)=[O:34])=[O:32])=[CH:21][CH:20]=2)[C:7]([C:16]#[N:17])=[C:8]([CH:10]([OH:15])[C:11]([CH3:14])([CH3:13])[CH3:12])[N:9]=1)[CH2:2][CH2:3][CH3:4].[OH-:37].[Na+]>>[CH2:1]([C:5]1[N:6]([CH2:18][C:19]2[CH:24]=[CH:23][C:22]([C:25]3[CH:30]=[CH:29][CH:28]=[CH:27][C:26]=3[C:31]([C:33]([OH:35])=[O:34])=[O:32])=[CH:21][CH:20]=2)[C:7]([C:16]([NH2:17])=[O:37])=[C:8]([CH:10]([OH:15])[C:11]([CH3:12])([CH3:14])[CH3:13])[N:9]=1)[CH2:2][CH2:3][CH3:4] |f:1.2|. Reported procedure: 335 mg of 2-butyl-4-(1-hydroxy-2,2-dimethylpropyl)-1-[(2'-methoxalylbiphenyl-4-yl)methyl]imidazole-5-carbonitrile [prepared as described in step (a) above] were subjected to hydrolysis using 7 ml of a 1N aqueous solution of sodium hydroxide in the same manner as described in Example 10(b), to give 256 mg of the title compound as a crystalline powder, melting at 192°-194° C. (with decomposition). Starting materials: O1C(=CC=C1)C(=O)CC#N (2-furoylacetonitrile), C[O-].[Na+] (sodium methylate), COC(N(C)C)OC (N,N-dimethylformamide dimethyl acetal), C(O)(O)=O.NC(=N)N (guanidine carbonate). Solvent: CO (methanol). Yields the product NC1=NC=C(C(=N1)C=1OC=CC1)C#N (2-Amino-4-furan-2-yl-pyrimidine-5-carbonitrile). Reaction SMILES: [O:1]1[CH:5]=[CH:4][CH:3]=[C:2]1[C:6]([CH2:8][C:9]#[N:10])=O.COC(OC)[N:14]([CH3:16])C.C(=O)(O)O.[NH2:23][C:24](N)=[NH:25].C[O-].[Na+]>CO>[NH2:25][C:24]1[N:23]=[C:6]([C:2]2[O:1][CH:5]=[CH:4][CH:3]=2)[C:8]([C:16]#[N:14])=[CH:9][N:10]=1 |f:2.3,4.5|. Reported procedure: From 2-furoylacetonitrile and N,N-dimethylformamide dimethyl acetal. Then treatment with guanidine carbonate and sodium methylate in methanol. EI-MS m/e (%): 186 (M+, 100).